Dataset: the Open Reaction Database (ORD), a public repository of structured organic reaction records. Task: describe an organic reaction: reactants, conditions, products, and yield The reactants are OO (hydrogen peroxide), C([O-])(O)=O.[Na+] (sodium bicarbonate), COC(CCCC(C1C[C@H]2[C@H](C[C@H]([C@@H]2\C=C\[C@H](CCCCC)OC2OCCCC2)OC2OCCCC2)O1)[Se]C1=CC=CC=C1)=O ((13E)-(5RS,6RS,9α,11α,15S)-5-Phenylseleno-6,9-epoxy-11,15-bis(tetrahydropyran-2-yloxy)prost-13-enoic acid methyl ester). Run in C(C)(=O)OCC (ethyl acetate), O1CCCC1 (tetrahydrofuran). Run at time 1 hour. Product: COC(CC\C=C\C1C[C@H]2[C@H](C[C@H]([C@@H]2\C=C\[C@H](CCCCC)OC2OCCCC2)OC2OCCCC2)O1)=O ((4E,13E)-(6RS,9α,11α,15S)-6,9-Epoxy-11,15-bis(tetrahydropyran-2-yloxy)prosta-4,13-dienoic acid methyl ester). Isolated yield 87.8%. Reaction SMILES: [CH3:1][O:2][C:3](=[O:45])[CH2:4][CH2:5][CH2:6][CH:7]([Se]C1C=CC=CC=1)[CH:8]1[O:37][C@H:11]2[CH2:12][C@@H:13]([O:30][CH:31]3[CH2:36][CH2:35][CH2:34][CH2:33][O:32]3)[C@H:14](/[CH:15]=[CH:16]/[C@@H:17]([O:23][CH:24]3[CH2:29][CH2:28][CH2:27][CH2:26][O:25]3)[CH2:18][CH2:19][CH2:20][CH2:21][CH3:22])[C@H:10]2[CH2:9]1.OO.C(=O)(O)[O-].[Na+]>C(OCC)(=O)C.O1CCCC1>[CH3:1][O:2][C:3](=[O:45])[CH2:4][CH2:5]/[CH:6]=[CH:7]/[CH:8]1[O:37][C@H:11]2[CH2:12][C@@H:13]([O:30][CH:31]3[CH2:36][CH2:35][CH2:34][CH2:33][O:32]3)[C@H:14](/[CH:15]=[CH:16]/[C@@H:17]([O:23][CH:24]3[CH2:29][CH2:28][CH2:27][CH2:26][O:25]3)[CH2:18][CH2:19][CH2:20][CH2:21][CH3:22])[C@H:10]2[CH2:9]1 |f:2.3|. Reported procedure: To a solution of 560 mg of (13E)-(5RS,6RS,9α,11α,15S)-5-phenylseleno-6,9-epoxy-11,15-bis(tetrahydropyran-2-yloxy)prost-13-enoic acid methyl ester (prepared as described in Example 6) in a mixture of 6 ml of ethyl acetate and 3 ml of tetrahydrofuran was added 0.5 ml of 30% hydrogen peroxide and 100 mg of sodium bicarbonate, and the reaction mixture was then stirred for one hour. Afterwards it was extracted with ethyl acetate. The extract was washed with an aqueous solution of sodium carbonate, wa... Yields the product C(C)(C)N1C2CC(CC1CC2)=NO (8-Isopropyl-8-aza-bicyclo[3.2.1]octan-3-one oxime). Solvent: C(C)O (ethanol). Reported procedure: A mixture of 8-isopropyl-8-aza-bicyclo[3.2.1]octan-3-one (CAS 3423-28-7)(20.0 g, 120 mmol) in ethanol (500 ml) and pyridine (14.5 ml, 179 mmol) with hydroxylamine hydrochloride (8.81 g, 127 mmol) was refluxed for 16 h. Cooled to 23° C., the precipitate was filtered off, washed with diethyl ether leaving a solid, which was partitioned between dichloromethane and sodium carbonate solution, the organic layers dried over sodium sulfate, filtered and the solvents evaporated to give the title compound... RXN SMILES: [CH:1]([N:4]1[CH:9]2[CH2:10][CH2:11][CH:5]1[CH2:6][C:7](=O)[CH2:8]2)([CH3:3])[CH3:2].N1C=CC=CC=1.Cl.[NH2:20][OH:21]>C(O)C>[CH:1]([N:4]1[CH:9]2[CH2:10][CH2:11][CH:5]1[CH2:6][C:7](=[N:20][OH:21])[CH2:8]2)([CH3:3])[CH3:2] |f:2.3|. The reactants are C(C)(C)N1C2CC(CC1CC2)=O (8-isopropyl-8-aza-bicyclo[3.2.1]octan-3-one), N1=CC=CC=C1 (pyridine), Cl.NO (hydroxylamine hydrochloride). Reaction conditions: temperature 23 celsius. Starting materials: FC(C=1C=C(C=C(C1)C(F)(F)F)N(C(=O)N([C@@H]1CN(C[C@H]1C1=CC=C(C=C1)F)C1=NN=C(O1)C1CCN(CC1)C(=O)OC(C)(C)C)C)C)(F)F (tert-butyl 4-{5-[(3S,4R)-3-[{[3,5-bis(trifluoromethyl)phenyl](methyl)carbamoyl}(methyl)amino]-4-(4-fluorophenyl)pyrrolidin-1-yl]-1,3,4-oxadiazol-2-yl}piperidine-1-carboxylate), Cl.CC(C)O (hydrogen chloride 2-propanol). Run at time 3 day. The product is C(C)(=O)N1CCC(CC1)C1=NN=C(O1)N1C[C@H]([C@@H](C1)C1=CC=C(C=C1)F)N(C(=O)N(C)C1=CC(=CC(=C1)C(F)(F)F)C(F)(F)F)C (1-[(3S,4R)-1-[5-(1-acetylpiperidin-4-yl)-1,3,4-oxadiazol-2-yl]-4-(4-fluorophenyl)pyrrolidin-3-yl]-3-[3,5-bis(trifluoromethyl)phenyl]-1,3-dimethylurea). Yield: 43.0%. RXN SMILES: [F:1][C:2]([F:50])([F:49])[C:3]1[CH:4]=[C:5]([N:13]([CH3:48])[C:14]([N:16]([CH3:47])[C@H:17]2[C@H:21]([C:22]3[CH:27]=[CH:26][C:25]([F:28])=[CH:24][CH:23]=3)[CH2:20][N:19]([C:29]3[O:33][C:32]([CH:34]4[CH2:39][CH2:38][N:37]([C:40](OC(C)(C)C)=[O:41])[CH2:36][CH2:35]4)=[N:31][N:30]=3)[CH2:18]2)=[O:15])[CH:6]=[C:7]([C:9]([F:12])([F:11])[F:10])[CH:8]=1.Cl.[CH3:52]C(O)C>>[C:40]([N:37]1[CH2:38][CH2:39][CH:34]([C:32]2[O:33][C:29]([N:19]3[CH2:20][C@@H:21]([C:22]4[CH:23]=[CH:24][C:25]([F:28])=[CH:26][CH:27]=4)[C@H:17]([N:16]([CH3:47])[C:14]([N:13]([C:5]4[CH:4]=[C:3]([C:2]([F:49])([F:1])[F:50])[CH:8]=[C:7]([C:9]([F:10])([F:12])[F:11])[CH:6]=4)[CH3:48])=[O:15])[CH2:18]3)=[N:30][N:31]=2)[CH2:35][CH2:36]1)(=[O:41])[CH3:52] |f:1.2|. Procedure details: A mixture of the compound (0.10 g) obtained in step 1 and 2N hydrogen chloride/2-propanol was stirred at room temperature for 3 days. The mixture was concentrated under reduced pressure, and to the residue were added acetyl chloride (0.016 mL), triethylamine (0.071 mL) and acetonitrile (4.0 mL), and the mixture was stirred at room temperature for 3 hr. The mixture was diluted with ethyl acetate, washed with saturated aqueous sodium hydrogen carbonate solution and saturated brine, dried and conce... Reactants: S1C2=C(C=C1)C=C(C=C2)CCOCCN(CCO)C (2-{[2-(2-benzo[b]thiophen-5-ylethoxy)ethyl](methyl)-amino}-1-ethanol), C(\C=C\C(=O)O)(=O)O (fumaric acid). Run in C(C)O (ethanol). Run at time 2 hour. Product: C(\C=C\C(=O)O)(=O)O.S1C2=C(C=C1)C=C(C=C2)CCOCCN(CCO)C (2-{[2-(2-benzo[b]thiophen-5-ylethoxy)ethyl](methyl)amino}-1-ethanol fumarate). The yield is 88.1%. RXN SMILES: [S:1]1[CH:5]=[CH:4][C:3]2[CH:6]=[C:7]([CH2:10][CH2:11][O:12][CH2:13][CH2:14][N:15]([CH3:19])[CH2:16][CH2:17][OH:18])[CH:8]=[CH:9][C:2]1=2.[C:20]([OH:27])(=[O:26])/[CH:21]=[CH:22]/[C:23]([OH:25])=[O:24]>C(O)C>[C:20]([OH:27])(=[O:26])/[CH:21]=[CH:22]/[C:23]([OH:25])=[O:24].[S:1]1[CH:5]=[CH:4][C:3]2[CH:6]=[C:7]([CH2:10][CH2:11][O:12][CH2:13][CH2:14][N:15]([CH3:19])[CH2:16][CH2:17][OH:18])[CH:8]=[CH:9][C:2]1=2 |f:3.4|. Procedure details: In 20 mL of ethanol is dissolved 12.69 g of 2-{[2-(2-benzo[b]thiophen-5-ylethoxy)ethyl](methyl)-amino}-1-ethanol. Then, 5.01 g of fumaric acid is added to the solution and heated. The solvent is distilled off under reduced pressure, 100 mL of acetone and 100 mL of diethyl ether are added to the residue, and the mixture thus obtained is stirred at ambient temperature for 2 hours. After stirring the mixture at 5° C. for an additional one hour, the deposited crystal is collected by filtration, wash... Starting materials: NC[C@H](O)[C@@H](O)[C@H](O)[C@H](O)CO (glucamine), C=1C=CC(=CC1)C=2C=CC(=CC2)C(=O)CCC(=O)O (fenbufen). Run in O (water). Product: C=1C=CC(=CC1)C=2C=CC(=CC2)C(=O)CCC(=O)O.NC[C@H](O)[C@@H](O)[C@H](O)[C@H](O)CO (fenbufen glucamine). As a reaction SMILES: [NH2:1][CH2:2][C@@H:3]([C@H:5]([C@@H:7]([C@@H:9]([CH2:11][OH:12])[OH:10])[OH:8])[OH:6])[OH:4].[CH:13]1[CH:14]=[CH:15][C:16]([C:19]2[CH:20]=[CH:21][C:22]([C:25]([CH2:27][CH2:28][C:29]([OH:31])=[O:30])=[O:26])=[CH:23][CH:24]=2)=[CH:17][CH:18]=1>O>[CH:13]1[CH:18]=[CH:17][C:16]([C:19]2[CH:20]=[CH:21][C:22]([C:25]([CH2:27][CH2:28][C:29]([OH:31])=[O:30])=[O:26])=[CH:23][CH:24]=2)=[CH:15][CH:14]=1.[NH2:1][CH2:2][C@@H:3]([C@H:5]([C@@H:7]([C@@H:9]([CH2:11][OH:12])[OH:10])[OH:8])[OH:6])[OH:4] |f:3.4|. Procedure details: 60 g glucamine, dissolved in 180 ml demineralized water, were slowly added to finely ground fenbufen (85 g) by slowly stirring the reaction mixture without exceeding 50° C. Reactants: COC(=O)C=1SC(=CC1C)OCCCl (3-Methyl-5-(2-chloro-1-ethoxy)-thiophene-2-carboxylic acid methyl ester), COC(=O)C=1SC(=C(C1)C)OCCCl (4-Methyl-5-(2-chloro-1-ethoxy)-thiophene-2-carboxylic acid methyl ester). The solvent is CO.O (MeOH H2O), petroleum ether. The product is COC(=O)C=1SC(=CC1)OCCCl (5-(2-Chloro-1-ethoxy)-thiophene-2-carboxylic acid methyl ester). RXN SMILES: [CH3:1][O:2][C:3]([C:5]1[S:6][C:7]([O:11][CH2:12][CH2:13][Cl:14])=[CH:8][C:9]=1C)=[O:4].COC(C1SC(OCCCl)=C(C)C=1)=O>CO.O>[CH3:1][O:2][C:3]([C:5]1[S:6][C:7]([O:11][CH2:12][CH2:13][Cl:14])=[CH:8][CH:9]=1)=[O:4] |f:2.3|. Procedure: 3-Methyl-5-(2-chloro-1-ethoxy)-thiophene-2-carboxylic acid methyl ester, melting point (MeOH/H2O) 47°-50° C. (86%), and 4-Methyl-5-(2-chloro-1-ethoxy)-thiophene-2-carboxylic acid methyl ester, melting point (petroleum ether) 75° C. (90%). Starting materials: CC(C)(C)c1cccc2c1OCC2(C)C, CC(=O)O, O=[N+]([O-])O. The product is CC(C)(C)c1cc([N+](=O)[O-])cc2c1OCC2(C)C. RXN SMILES: [C:1]([CH3:2])([CH3:3])([CH3:4])[c:5]1[cH:6][cH:7][cH:8][c:9]2[c:13]1[O:12][CH2:11][C:10]2([CH3:14])[CH3:15].[CH3:20][C:21](=[O:22])[OH:23].[OH:16][N+:17]([O-:18])=[O:19]>>[C:1]([CH3:2])([CH3:3])([CH3:4])[c:5]1[cH:6][c:7]([N+:17](=[O:16])[O-:18])[cH:8][c:9]2[c:13]1[O:12][CH2:11][C:10]2([CH3:14])[CH3:15]. The reactants are O=C1CCC(N2Cc3c(OCc4ccc(CBr)cc4)cccc3C2=O)C(=O)N1, CC#N, CCN(C(C)C)C(C)C, c1ccc(N2CCNCC2)nc1. Product: O=C1CCC(N2Cc3c(OCc4ccc(CN5CCN(c6ccccn6)CC5)cc4)cccc3C2=O)C(=O)N1. As a reaction SMILES: [Br:1][CH2:2][c:3]1[cH:4][cH:5][c:6]([CH2:7][O:8][c:9]2[c:10]3[c:14]([cH:15][cH:16][cH:17]2)[C:13](=[O:18])[N:12]([CH:19]2[C:20](=[O:26])[NH:21][C:22](=[O:25])[CH2:23][CH2:24]2)[CH2:11]3)[cH:27][cH:28]1.[CH3:50][C:51]#[N:52].[CH:41]([N:42]([CH2:43][CH3:44])[CH:45]([CH3:46])[CH3:47])([CH3:48])[CH3:49].[n:29]1[c:30]([N:35]2[CH2:36][CH2:37][NH:38][CH2:39][CH2:40]2)[cH:31][cH:32][cH:33][cH:34]1>>[CH2:2]([c:3]1[cH:4][cH:5][c:6]([CH2:7][O:8][c:9]2[c:10]3[c:14]([cH:15][cH:16][cH:17]2)[C:13](=[O:18])[N:12]([CH:19]2[C:20](=[O:26])[NH:21][C:22](=[O:25])[CH2:23][CH2:24]2)[CH2:11]3)[cH:27][cH:28]1)[N:38]1[CH2:37][CH2:36][N:35]([c:30]2[n:29][cH:34][cH:33][cH:32][cH:31]2)[CH2:40][CH2:39]1.